Dataset: the Open Reaction Database (ORD), a public repository of structured organic reaction records. Task: describe an organic reaction: reactants, conditions, products, and yield The reactants are N#N (N2), C1(CC1)N1C=NC2=C1C(=CC(=C2)B2OC(C(O2)(C)C)(C)C)O[C@H](C)[C@@H]2CC(NC2)=O ((R)-4-((R)-1-((1-cyclopropyl-5-(4,4,5,5-tetramethyl-1,3,2-dioxaborolan-2-yl)-1H-benzo[d]imidazol-7-yl)oxy)ethyl)pyrrolidin-2-one), BrC=1SC=C(N1)C(C)(C)C (2-bromo-4-(tert-butyl)thiazole), C(=O)([O-])[O-].[Na+].[Na+] (Na2CO3). The reagents and catalysts are C=1C=CC(=CC1)[P](C=2C=CC=CC2)(C=3C=CC=CC3)[Pd]([P](C=4C=CC=CC4)(C=5C=CC=CC5)C=6C=CC=CC6)([P](C=7C=CC=CC7)(C=8C=CC=CC8)C=9C=CC=CC9)[P](C=1C=CC=CC1)(C=1C=CC=CC1)C=1C=CC=CC1 (Pd(PPh3)4). Solvent: COCCOC (1,2-dimethoxyethane), C(Cl)Cl (DCM). Run at temperature 100 celsius. Product: C(C)(C)(C)C=1N=C(SC1)C1=CC2=C(N(C=N2)C2CC2)C(=C1)O[C@H](C)[C@@H]1CC(NC1)=O ((R)-4-((R)-1-((5-(4-(tert-butyl)thiazol-2-yl)-1-cyclopropyl-1H-benzo[d]imidazol-7-yl)oxy)ethyl)pyrrolidin-2-one). Isolated yield 35.9%. Reaction SMILES: [CH:1]1([N:4]2[C:8]3[C:9]([O:22][C@@H:23]([C@H:25]4[CH2:29][NH:28][C:27](=[O:30])[CH2:26]4)[CH3:24])=[CH:10][C:11](B4OC(C)(C)C(C)(C)O4)=[CH:12][C:7]=3[N:6]=[CH:5]2)[CH2:3][CH2:2]1.Br[C:32]1[S:33][CH:34]=[C:35]([C:37]([CH3:40])([CH3:39])[CH3:38])[N:36]=1.C([O-])([O-])=O.[Na+].[Na+].N#N>C1C=CC([P]([Pd]([P](C2C=CC=CC=2)(C2C=CC=CC=2)C2C=CC=CC=2)([P](C2C=CC=CC=2)(C2C=CC=CC=2)C2C=CC=CC=2)[P](C2C=CC=CC=2)(C2C=CC=CC=2)C2C=CC=CC=2)(C2C=CC=CC=2)C2C=CC=CC=2)=CC=1.C(Cl)Cl.COCCOC>[C:37]([C:35]1[N:36]=[C:32]([C:11]2[CH:10]=[C:9]([O:22][C@@H:23]([C@H:25]3[CH2:29][NH:28][C:27](=[O:30])[CH2:26]3)[CH3:24])[C:8]3[N:4]([CH:1]4[CH2:3][CH2:2]4)[CH:5]=[N:6][C:7]=3[CH:12]=2)[S:33][CH:34]=1)([CH3:40])([CH3:39])[CH3:38] |f:2.3.4,^1:52,54,73,92|. Procedure: To a microwave tube equipped with a stifling bar, (R)-4-((R)-1-((1-cyclopropyl-5-(4,4,5,5-tetramethyl-1,3,2-dioxaborolan-2-yl)-1H-benzo[d]imidazol-7-yl)oxy)ethyl)pyrrolidin-2-one: (120 mg, 0.292 mmol), 2-bromo-4-(tert-butyl)thiazole (128.5 mg, 0.584 mmol), 1,2-dimethoxyethane (2 mL), 1 N Na2CO3 aqueous solution (0.73 mL, 0.73 mmol) were added, the mixture was bubbled N2 for 5 minutes before Pd(PPh3)4 (14.0 mg, 0.012 mmol) was added. The tube was sealed and heated in an oil bath at 100° C. for 2 ... Reactants: C(C1=CC=CC=C1)OC(=O)N[C@@H](CC1=CNC=N1)C(=O)N=[N+]=[N-] (Nα -benzyloxycarbonyl-L-histidine azide), C(C1=CC=CC=C1)OC(=O)N[C@@H](CC1=CNC=N1)C(=O)NN (Nα -benzyloxycarbonyl-L-histidine hydrazide), C1(CCCCC1)NC(=O)[C@H]1NCCC1 ((S)-N-cyclohexyl-2-pyrrolidinecarboxamide). Run in C(C)(=O)OCC (ethyl acetate). The product is C(C1=CC=CC=C1)OC(=O)N[C@@H](CC1=CNC=N1)C(=O)N1[C@H](C(=O)NC2CCCCC2)CCC1 (Nα -benzyloxycarbonyl-L-histidyl-N-cyclohexyl-L-prolinamide). RXN SMILES: [CH2:1]([O:8][C:9]([NH:11][C@H:12]([C:19]([N:21]=[N+]=[N-])=[O:20])[CH2:13][C:14]1[N:18]=[CH:17][NH:16][CH:15]=1)=[O:10])[C:2]1[CH:7]=[CH:6][CH:5]=[CH:4][CH:3]=1.C(OC(N[C@H](C(NN)=O)CC1N=CNC=1)=O)C1C=CC=CC=1.[CH:46]1([NH:52][C:53]([C@@H:55]2[CH2:59][CH2:58][CH2:57]N2)=[O:54])[CH2:51][CH2:50][CH2:49][CH2:48][CH2:47]1>C(OCC)(=O)C>[CH2:1]([O:8][C:9]([NH:11][C@H:12]([C:19]([N:21]1[CH2:57][CH2:58][CH2:59][C@H:55]1[C:53]([NH:52][CH:46]1[CH2:51][CH2:50][CH2:49][CH2:48][CH2:47]1)=[O:54])=[O:20])[CH2:13][C:14]1[N:18]=[CH:17][NH:16][CH:15]=1)=[O:10])[C:2]1[CH:7]=[CH:6][CH:5]=[CH:4][CH:3]=1. Procedure details: To 30 ml of an ethyl acetate solution of compound (4) prepared from 1.52 g of compound (3) by the method shown in Reference example 2 was added 785 mg of (S)-N-cyclohexyl-2-pyrrolidinecarboxamide (36) prepared by a known method and then the reaction was maintained overnight in a refrigerator. The reaction mixture was concentrated and the residue thus formed was subjected to silica gel column chromatography. By eluting the product with chloroform-methanol-aqueous ammonia (90:10:1), 1.30 g of Nα -... The reactants are Cl (hydrochloric acid), COC(C(COC1OCCCC1)(C)C)=O (2,2-dimethyl-3-(tetrahydro-pyran-2-yloxy)-propionic acid methyl ester), C(C)#N (acetonitrile), [H-].[Na+] (sodium hydride), oil. The solvent is C1(=CC=CC=C1)C (toluene), C1(=CC=CC=C1)C (toluene). Product: CC(C(CC#N)=O)(COC1OCCCC1)C (4,4-dimethyl-3-oxo-5-(tetrahydro-pyran-2-yloxy)-pentanenitrile). Reaction SMILES: CO[C:3](=[O:15])[C:4]([CH3:14])([CH3:13])[CH2:5][O:6][CH:7]1[CH2:12][CH2:11][CH2:10][CH2:9][O:8]1.[C:16](#[N:18])[CH3:17].[H-].[Na+].Cl>C1(C)C=CC=CC=1>[CH3:14][C:4]([CH3:13])([CH2:5][O:6][CH:7]1[CH2:12][CH2:11][CH2:10][CH2:9][O:8]1)[C:3](=[O:15])[CH2:17][C:16]#[N:18] |f:2.3|. Procedure details: A solution of 2,2-dimethyl-3-(tetrahydro-pyran-2-yloxy)-propionic acid methyl ester (7.67 g, 35.46 mmol) and acetonitrile (2.6 mL, 49.65 mmol) in toluene (20 mL) is added dropwise to the refluxing suspension of 60% sodium hydride in mineral oil (1.99 g, 49.65 mmol) in toluene (40 mL). After the addition, the reaction mixture is stirred at reflux for 3 hours. After this time, the reaction mixture is cooled to room temperature and the aqueous layer is neutralized to PH˜6-7 by adding 1N hydrochlori... Starting materials: C(C)(C)(C)OC(NN1C(N(C2=C(C(=C(C=C2C1=O)F)N1C[C@H](CC1)N(C)C(=O)OC(C)(C)C)Cl)C1CC1)=O)=O ({7-[(S)-3-(tert-butoxycarbonyl-N-methylamino)-pyrrolidin-1-yl]-8-chloro-1-cyclopropyl-6-fluoro-2,4-dioxo-1,4-dihydro-2H-quinazolin-3-yl}carbamic acid tert-butyl ester), [H-].[Na+] (sodium hydride), IC (iodomethane). Run in C(C)(=O)OCC (ethyl acetate), CN(C=O)C (N,N-dimethylformamide). Run at time 30 minute. Yields the product C(C)(C)(C)OC(N(C)N1C(N(C2=C(C(=C(C=C2C1=O)F)N1C[C@H](CC1)N(C)C(=O)OC(C)(C)C)Cl)C1CC1)=O)=O ({7-[(S)-3-(tert-Butoxycarbonyl-N-methylamino)pyrrolidin-1-yl]-8-chloro-1-cyclopropyl-6-fluoro-2,4-dioxo-1,4-dihydro-2H-quinazolin-3-yl}-methylcarbamic acid tert-butyl ester). Isolated yield 48.2%. RXN SMILES: [C:1]([O:5][C:6](=[O:39])[NH:7][N:8]1[C:17](=[O:18])[C:16]2[C:11](=[C:12]([Cl:34])[C:13]([N:20]3[CH2:24][CH2:23][C@H:22]([N:25]([C:27]([O:29][C:30]([CH3:33])([CH3:32])[CH3:31])=[O:28])[CH3:26])[CH2:21]3)=[C:14]([F:19])[CH:15]=2)[N:10]([CH:35]2[CH2:37][CH2:36]2)[C:9]1=[O:38])([CH3:4])([CH3:3])[CH3:2].[H-].[Na+].I[CH3:43]>CN(C)C=O.C(OCC)(=O)C>[C:1]([O:5][C:6](=[O:39])[N:7]([N:8]1[C:17](=[O:18])[C:16]2[C:11](=[C:12]([Cl:34])[C:13]([N:20]3[CH2:24][CH2:23][C@H:22]([N:25]([C:27]([O:29][C:30]([CH3:31])([CH3:32])[CH3:33])=[O:28])[CH3:26])[CH2:21]3)=[C:14]([F:19])[CH:15]=2)[N:10]([CH:35]2[CH2:36][CH2:37]2)[C:9]1=[O:38])[CH3:43])([CH3:2])([CH3:3])[CH3:4] |f:1.2|. Procedure: To a solution of {7-[(S)-3-(tert-butoxycarbonyl-N-methylamino)-pyrrolidin-1-yl]-8-chloro-1-cyclopropyl-6-fluoro-2,4-dioxo-1,4-dihydro-2H-quinazolin-3-yl}carbamic acid tert-butyl ester from Example 8 (0.238 g, 0.421 mmol) in N,N-dimethylformamide (5 mL) at −78° C. under nitrogen atmosphere is added sodium hydride (60% dispersion in mineral oil, 0.025 g, 0.631 mmol). After 30 minutes, iodomethane (0.052 mL, 0.842 mmol) is added, and the reaction mixture is warmed to room temperature. After 1 hour,... The reactants are CCOC(=O)Cc1ccc(-c2nc(COc3ccc(COc4nn(-c5ccccc5)cc4C=Cc4nc(N5CCOCC5)sc4C)cc3OC)c(C)o2)cc1, CCO, Cl, [Na+], C1CCOC1, [OH-], O. The product is COc1cc(COc2nn(-c3ccccc3)cc2C=Cc2nc(N3CCOCC3)sc2C)ccc1OCc1nc(-c2ccc(CC(=O)O)cc2)oc1C. Reaction SMILES: [CH3:1][O:2][c:3]1[c:4]([O:5][CH2:6][c:7]2[n:8][c:9](-[c:13]3[cH:14][cH:15][c:16]([CH2:19][C:20](=[O:21])[O:22][CH2:23][CH3:24])[cH:17][cH:18]3)[o:10][c:11]2[CH3:12])[cH:25][cH:26][c:27]([CH2:29][O:30][c:31]2[n:32][n:33](-[c:50]3[cH:51][cH:52][cH:53][cH:54][cH:55]3)[cH:34][c:35]2[CH:36]=[CH:37][c:38]2[n:39][c:40]([N:44]3[CH2:45][CH2:46][O:47][CH2:48][CH2:49]3)[s:41][c:42]2[CH3:43])[cH:28]1.[CH3:65][CH2:66][OH:67].[ClH:63].[Na+:62].[O:56]1[CH2:57][CH2:58][CH2:59][CH2:60]1.[OH-:61].[OH2:64]>>[CH3:1][O:2][c:3]1[c:4]([O:5][CH2:6][c:7]2[n:8][c:9](-[c:13]3[cH:14][cH:15][c:16]([CH2:19][C:20](=[O:21])[OH:22])[cH:17][cH:18]3)[o:10][c:11]2[CH3:12])[cH:25][cH:26][c:27]([CH2:29][O:30][c:31]2[n:32][n:33](-[c:50]3[cH:51][cH:52][cH:53][cH:54][cH:55]3)[cH:34][c:35]2[CH:36]=[CH:37][c:38]2[n:39][c:40]([N:44]3[CH2:45][CH2:46][O:47][CH2:48][CH2:49]3)[s:41][c:42]2[CH3:43])[cH:28]1.